This data is from the Open Reaction Database (ORD), a public repository of structured organic reaction records. The task is: describe an organic reaction: reactants, conditions, products, and yield Starting materials: C(C)(C)[Mg]Cl.[Cl-].[Li+] (Isopropylmagnesium chloride lithium chloride), BrC=1C=C(C#N)C=CC1OC (3-bromo-4-methoxybenzonitrile), N(=NC(=O)OC(C)(C)C)C(=O)OC(C)(C)C (Di-tertbutyl azodicarboxylate). Run in [Cl-].[NH4+] (ammonium chloride), C1CCOC1 (THF). Conditions: time 3 hour. Product: CC(C)(C)OC(=O)N(NC(=O)OC(C)(C)C)C1=C(C=CC(=C1)C#N)OC (1-(5-Cyano-2-methoxy-phenyl)-1,2-hydrazinedicarboxylic acid 1,2-bis(1,1-dimethylethyl) ester). Yield: 64.2%. RXN SMILES: C([Mg]Cl)(C)C.[Cl-].[Li+].Br[C:9]1[CH:10]=[C:11]([CH:14]=[CH:15][C:16]=1[O:17][CH3:18])[C:12]#[N:13].[N:19]([C:28]([O:30][C:31]([CH3:34])([CH3:33])[CH3:32])=[O:29])=[N:20][C:21]([O:23][C:24]([CH3:27])([CH3:26])[CH3:25])=[O:22]>C1COCC1.[Cl-].[NH4+]>[CH3:34][C:31]([O:30][C:28]([N:19]([C:9]1[CH:10]=[C:11]([C:12]#[N:13])[CH:14]=[CH:15][C:16]=1[O:17][CH3:18])[NH:20][C:21]([O:23][C:24]([CH3:27])([CH3:26])[CH3:25])=[O:22])=[O:29])([CH3:32])[CH3:33] |f:0.1.2,6.7|. Procedure: Isopropylmagnesium chloride-lithium chloride complex (1.3 M in THF, 21.8 mL, 28.3 mmol) was added dropwise to a cold (−78° C.) solution of 3-bromo-4-methoxybenzonitrile (5 g, 23.6 mmol) in THF (100 mL), under argon. The reaction mixture was allowed to warm to rt. Di-tertbutyl azodicarboxylate (5.43 g, 23.58 mmol) was added. The reaction mixture was stirred for 3 h at rt, diluted with a saturated aqueous solution of ammonium chloride (175 mL), and extracted with EtOAc. The organic layers were com... Starting materials: O=C=NC1CC(CN=C=O)(CC(C1)(C)C)C (isophorone diisocyanate), CCCCO[C@@H](CC)CO (polytetramethylene glycol), C(CCCCCCCCCCC)(=O)[O-].C(CCCCCCCCCCC)(=O)[O-].C(CCC)[Sn+2]CCCC (dibutyltin dilaurate), unsaturated fatty acid hydroxyalkyl ester, p-methoxyquinone, SD-8022. Solvent: C(COCCO)O (diethylene glycol). Run at temperature 70 celsius, time 5 hour. Product: C(C=C)(=O)O.NC(=O)OCC (urethane acrylate). RXN SMILES: CCCCO[C@H:6]([CH2:9]O)CC.[C:11]([O-:24])(=[O:23])[CH2:12][CH2:13]CCCCCCCCC.[C:25]([O-:38])(=[O:37])CCCCCCCCCCC.C([Sn+2]CCCC)CCC.O=C=[N:50]C1CC(C)(C)CC(C)(CN=C=O)C1>C(O)COCCO>[C:11]([OH:24])(=[O:23])[CH:12]=[CH2:13].[NH2:50][C:25]([O:38][CH2:6][CH3:9])=[O:37] |f:1.2.3,6.7|. Reported procedure: Air was fed to a 2 L three-necked flask equipped with a stirrer, a thermometer, a condenser, and an air inlet tube, and then polytetramethylene glycol (trade name: PTG850SN, product of Hodogaya Chemical Co., Ltd.) (520.8 g), diethylene glycol (1.06 g), unsaturated fatty acid hydroxyalkyl ester-modified ε-caprolactone (trade name: FA2D, product of Daicel Chemical Industries, Ltd.) (275.2 g), p-methoxyquinone (0.5 g) serving as a polymerization inhibitor, and dibutyltin dilaurate (trade name: L101... The reactants are CCc1cccc2nc(S)n(C)c(=O)c12, CCO, O=C(c1ccc(CBr)cc1)c1ccc([N+](=O)[O-])cc1, [Na+], [OH-], O. The product is CCc1cccc2nc(SCc3ccc(C(=O)c4ccc([N+](=O)[O-])cc4)cc3)n(C)c(=O)c12. As a reaction SMILES: [CH2:1]([CH3:2])[c:3]1[c:4]2[c:5](=[O:15])[n:6]([CH3:14])[c:7]([SH:13])[n:8][c:9]2[cH:10][cH:11][cH:12]1.[CH3:37][CH2:38][OH:39].[N+:18](=[O:19])([O-:20])[c:21]1[cH:22][cH:23][c:24]([C:25](=[O:26])[c:27]2[cH:28][cH:29][c:30]([CH2:31][Br:32])[cH:33][cH:34]2)[cH:35][cH:36]1.[Na+:17].[OH-:16].[OH2:40]>>[CH2:1]([CH3:2])[c:3]1[c:4]2[c:5](=[O:15])[n:6]([CH3:14])[c:7]([S:13][CH2:31][c:30]3[cH:29][cH:28][c:27]([C:25]([c:24]4[cH:23][cH:22][c:21]([N+:18](=[O:19])[O-:20])[cH:36][cH:35]4)=[O:26])[cH:34][cH:33]3)[n:8][c:9]2[cH:10][cH:11][cH:12]1. Starting materials: C(C)(C)N(C=O)C(C)C (diisopropylformamide), C([O-])(O)=O.[Na+] (sodium bicarbonate), C(C(=O)Cl)(=O)Cl (oxalyl chloride), C(C)C1=CC=C(OC=2C(NC=NC2)=O)C=C1 (5-(4-ethylphenoxy)pyrimidin-4(3H)-one). The solvent is ClCCl (dichloromethane), ClCCl (dichloromethane). Conditions: time 10 minute. The product is ClC1=NC=NC=C1OC1=CC=C(C=C1)CC (4-chloro-5-(4-ethylphenoxy)pyrimidine). RXN SMILES: C(Cl)(=O)C([Cl:4])=O.C(N(C(C)C)C=O)(C)C.[CH2:16]([C:18]1[CH:31]=[CH:30][C:21]([O:22][C:23]2[C:24](=O)[NH:25][CH:26]=[N:27][CH:28]=2)=[CH:20][CH:19]=1)[CH3:17].C(=O)(O)[O-].[Na+]>ClCCl>[Cl:4][C:24]1[C:23]([O:22][C:21]2[CH:30]=[CH:31][C:18]([CH2:16][CH3:17])=[CH:19][CH:20]=2)=[CH:28][N:27]=[CH:26][N:25]=1 |f:3.4|. Procedure: A solution of oxalyl chloride (Aldrich) (1.97 g, 15.2 mmoles) in dichloromethane (6 mL) was added in several portions to a stirred, ice-bath cooled solution of diisopropylformamide (Aldrich) (2.00 g, 15.17 mmoles) in dichloromethane (25 mL). The ice-bath was removed, and the solution was stirred at ambient temperature for 10 minutes. Solid 5-(4-ethylphenoxy)pyrimidin-4(3H)-one (1.00 g, 4.62 mmoles) was added, and the mixture was refluxed with stirring for 45 minutes. The solution was cooled and ... Reactants: C(C1=CC=CC=C1)OC1=CC(=C2C=C(NC2=C1)C(=O)OCC)Cl (ethyl 6-benzyloxy-4-chloro-2-indolecarboxylate), [H-].[Na+] (sodium hydride), CI (methyl iodide). Run in CN(C=O)C (dimethylformamide), CN(C=O)C (dimethylformamide). The product is 3.72, C(C1=CC=CC=C1)OC1=CC(=C2C=C(N(C2=C1)C)C(=O)OCC)Cl (ethyl 6-benzyloxy-4-chloro-1-methyl-2-indolecarboxylate). Isolated yield 96.4%. As a reaction SMILES: [CH2:1]([O:8][C:9]1[CH:17]=[C:16]2[C:12]([CH:13]=[C:14]([C:18]([O:20][CH2:21][CH3:22])=[O:19])[NH:15]2)=[C:11]([Cl:23])[CH:10]=1)[C:2]1[CH:7]=[CH:6][CH:5]=[CH:4][CH:3]=1.[H-].[Na+].[CH3:26]I>CN(C)C=O>[CH2:1]([O:8][C:9]1[CH:17]=[C:16]2[C:12]([CH:13]=[C:14]([C:18]([O:20][CH2:21][CH3:22])=[O:19])[N:15]2[CH3:26])=[C:11]([Cl:23])[CH:10]=1)[C:2]1[CH:3]=[CH:4][CH:5]=[CH:6][CH:7]=1 |f:1.2|. Procedure details: After 3.70 g (11.2 mmol) of ethyl 6-benzyloxy-4-chloro-2-indolecarboxylate was added to a suspension of 0.45 g (11.2 mmol) of 60% sodium hydride in 70 ml of dimethylformamide, the mixture was stirred at room temperature. After the mixture became an almost transparent solution, a solution of 3.18 g (22.4 mmol) of methyl iodide in 10 ml of dimethylformamide was dropwise added to the transparent solution at room temperature followed by stirring for 5 hours at the same temperature. The reaction solu... The reactants are ClC=1C(=C2C(=NC1)NC(=C2)C2=CC(=C(C=C2)NC(CN(C)C)=O)OC)C2=CN=C(S2)C2(CCC2)OCOC (N-(4-(5-chloro-4-(2-(1-(methoxymethoxy)cyclobutyl)thiazol-5-yl)-1H-pyrrolo[2,3-b]pyridin-2-yl)-2-methoxyphenyl)-2-(dimethylamino)acetamide), ClC=1C(=C2C(=NC1)NC(=C2)C2=NOC(=N2)C2CN(CCC2)C(=O)OC(C)(C)C)C2=CN=C(S2)C2(CCC2)OCOC (tert-butyl 3-(3-(5-chloro-4-(2-(1-(methoxymethoxy)cyclobutyl)thiazol-5-yl)-1H-pyrrolo[2,3-b]pyridin-2-yl)-1,2,4-oxadiazol-5-yl)piperidine-1-carboxylate). Product: ClC=1C(=C2C(=NC1)NC(=C2)C2=CC(=C(C=C2)NC(CN(C)C)=O)OC)C2=CN=C(S2)C2(CCC2)O (N-(4-(5-chloro-4-(2-(1-hydroxycyclobutyl)thiazol-5-yl)-1H-pyrrolo[2,3-b]pyridin-2-yl)-2-methoxyphenyl)-2-(dimethylamino)acetamide). As a reaction SMILES: [Cl:1][C:2]1[C:3]([C:26]2[S:30][C:29]([C:31]3([O:35]COC)[CH2:34][CH2:33][CH2:32]3)=[N:28][CH:27]=2)=[C:4]2[CH:10]=[C:9]([C:11]3[CH:16]=[CH:15][C:14]([NH:17][C:18](=[O:23])[CH2:19][N:20]([CH3:22])[CH3:21])=[C:13]([O:24][CH3:25])[CH:12]=3)[NH:8][C:5]2=[N:6][CH:7]=1.ClC1C(C2SC(C3(OCOC)CCC3)=NC=2)=C2C=C(C3N=C(C4CCCN(C(OC(C)(C)C)=O)C4)ON=3)NC2=NC=1>>[Cl:1][C:2]1[C:3]([C:26]2[S:30][C:29]([C:31]3([OH:35])[CH2:34][CH2:33][CH2:32]3)=[N:28][CH:27]=2)=[C:4]2[CH:10]=[C:9]([C:11]3[CH:16]=[CH:15][C:14]([NH:17][C:18](=[O:23])[CH2:19][N:20]([CH3:21])[CH3:22])=[C:13]([O:24][CH3:25])[CH:12]=3)[NH:8][C:5]2=[N:6][CH:7]=1. Procedure: The title compound was prepared as described in Example 22E, substituting N-(4-(5-chloro-4-(2-(1-(methoxymethoxy)cyclobutyl)thiazol-5-yl)-1H-pyrrolo[2,3-b]pyridin-2-yl)-2-methoxyphenyl)-2-(dimethylamino)acetamide (Example 49C) for 1 tert-butyl 3-(3-(5-chloro-4-(2-(1-(methoxymethoxy)cyclobutyl)thiazol-5-yl)-1H-pyrrolo[2,3-b]pyridin-2-yl)-1,2,4-oxadiazol-5-yl)piperidine-1-carboxylate (Example 22D). 1H NMR (500 MHz, DMSO-d6) ppm 12.54 (s, 1H) 9.53 (s, 1H) 8.31 (m, 2H) 8.27 (s, 1H) 7.70 (d, 1H) 7.61...